This data is from the Open Reaction Database (ORD), a public repository of structured organic reaction records. The task is: describe an organic reaction: reactants, conditions, products, and yield Starting materials: C(C)C1=C2CCC3(CCC3)OC2=C(C(=C1O)CC)C=O (5,7-diethyl-6-hydroxyspiro[chroman-2,1′-cyclobutane]-8-carbaldehyde), C(C)(=O)OCC (ethyl acetate), [BH4-].[Na+] (sodium borohydride). Run in CO (methanol), CCCCCC (hexane). Run at time 2 hour. Yields the product C(C)C1=C2CCC3(CCC3)OC2=C(C(=C1O)CC)CO (5,7-Diethyl-8-(hydroxymethyl)spiro[chroman-2,1′-cyclobutan]-6-ol). Isolated yield 80.7%. RXN SMILES: [CH2:1]([C:3]1[C:15]([OH:16])=[C:14]([CH2:17][CH3:18])[C:13]([CH:19]=[O:20])=[C:12]2[C:4]=1[CH2:5][CH2:6][C:7]1([O:11]2)[CH2:10][CH2:9][CH2:8]1)[CH3:2].[BH4-].[Na+].C(OCC)(=O)C>CO.CCCCCC>[CH2:1]([C:3]1[C:15]([OH:16])=[C:14]([CH2:17][CH3:18])[C:13]([CH2:19][OH:20])=[C:12]2[C:4]=1[CH2:5][CH2:6][C:7]1([O:11]2)[CH2:10][CH2:9][CH2:8]1)[CH3:2] |f:1.2|. Procedure details: To a solution of 5,7-diethyl-6-hydroxyspiro[chroman-2,1′-cyclobutane]-8-carbaldehyde (160 mg) prepared as described herein, in methanol (10 mL) was added excess of sodium borohydride and stirred at room temperature for 2 hours. Work up and chromatography (silica gel, ethyl acetate in hexane 5% to 15%) gave 130 mg of product. 1H-NMR (300 MHz, CDCl3) δ=4.80-4.70 (m, 3H), 2.85-2.55 (m, 7H), 2.30-1.60 (m, 8H), 1.20-1.10 (m, 6H) ppm. 13C-NMR (75 MHz, CDCl3) δ=146.3, 144.7, 128.2, 127.8, 124.7, 118.1,... Reactants: [BH4-].[Li+] (lithium borohydride), C(C1=CC=CC=C1)N1C(N([C@@H]([C@@H]1C(=O)Cl)C(=O)OC1CCCCC1)CC1=CC=CC=C1)=O (cyclohexyl (4S,5R)-1,3-dibenzyl-5-chlorocarbonyl-2-oxo-4-imidazolidinecarboxylate), Cl (hydrochloric acid). The solvent is O1CCCC1 (tetrahydrofuran), O1CCCC1 (tetrahydrofuran). Run at temperature 0 celsius, time 30 minute. Yields the product C(C1=CC=CC=C1)N1C(N([C@H]2[C@@H]1COC2=O)CC2=CC=CC=C2)=O ((3aS,6aR)-1,3-dibenzyldihydro-1H-furo[3,4-d]imidazole-2,4(3H,3aH)-dione). Isolated yield 82.2%. RXN SMILES: [CH2:1]([N:8]1[C@@H:12]([C:13](Cl)=O)[C@@H:11]([C:16]([O:18]C2CCCCC2)=[O:17])[N:10]([CH2:25][C:26]2[CH:31]=[CH:30][CH:29]=[CH:28][CH:27]=2)[C:9]1=[O:32])[C:2]1[CH:7]=[CH:6][CH:5]=[CH:4][CH:3]=1.[BH4-].[Li+].Cl>O1CCCC1>[CH2:1]([N:8]1[C@H:12]2[CH2:13][O:17][C:16](=[O:18])[C@H:11]2[N:10]([CH2:25][C:26]2[CH:31]=[CH:30][CH:29]=[CH:28][CH:27]=2)[C:9]1=[O:32])[C:2]1[CH:3]=[CH:4][CH:5]=[CH:6][CH:7]=1 |f:1.2|. Procedure: 45.5 g (100 mmol) of cyclohexyl (4S,5R)-1,3-dibenzyl-5-chlorocarbonyl-2-oxo-4-imidazolidinecarboxylate (prepared according to Example 1) are dissolved in 50 ml of tetrahydrofuran. To the clear solution are added dropwise at 0° C. within 60 minutes 80 ml of a 1M lithium borohydride solution in tetrahydrofuran (80 mmol). The mixture is then stirred at 0° C. for a further 30 minutes. 100 ml of 1N hydrochloric acid are then cautiously added dropwise at 0° C. The mixture is then stirred at 70° C. for... Product: COC(N[C@@H](C(=O)N1[C@@H](CCC1)C1=NC2=C(N1)C=C(C=C2)C2=CC=1C(C3=CC(=CC=C3C1C=C2)C=2N=C(NC2)[C@H](C(C)C)NC([C@H](C2CCOCC2)NC(=O)OC)=O)(F)F)C2=CC=CC=C2)=O ((R)-2-((S)-2-(6-(9,9-difluoro-7-(2-((S)-1-((S)-2-(methoxycarbonylamino)-2-(tetrahydro-2H-pyran-4-yl)acetamido)-2-methylpropyl)-1H-imidazol-4-yl)-9H-fluoren-2-yl)-1H-benzo[d]imidazol-2-yl)pyrrolidin-1-yl)-2-oxo-1-phenylethylcarbamic acid methyl ester). Starting materials: COC(N[C@H](C(=O)N1CC2(OCCO2)C[C@H]1C=1NC(=CN1)C1=CC=C(C=C1)C1=CC2=CC=C(C=C2C=C1)C1=CN=C(N1)[C@H]1N(CCC1)C([C@@H](C1=CC=CC=C1)NC(=O)OC)=O)C(C)C)=O ((S)-1-((S)-8-(5-(4-(6-(2-((S)-1-((R)-2-(methoxycarbonylamino)-2-phenylacetyl)pyrrolidin-2-yl)-1H-imidazol-5-yl)naphthalen-2-yl)phenyl)-1H-imidazol-2-yl)-1,4-dioxa-7-azaspiro[4.4]nonan-7-yl)-3-methyl-1-oxobutan-2-ylcarbamic acid methyl ester), Cl.Cl.Cl.FC1(C2=CC(=CC=C2C=2C=CC(=CC12)C=1N=C(NC1)[C@H](C(C)C)NC([C@H](C1CCOCC1)NC(OC)=O)=O)C=1C=CC2=C(NC(=N2)[C@H]2NCCC2)C1)F (methyl (S)-2-((S)-1-(4-(9,9-difluoro-7-(2-((S)-pyrrolidin-2-yl)-1H-benzo[d]imidazol-6-yl)-9H-fluoren-2-yl)-1H-imidazol-2-yl)-2-methylpropylamino)-2-oxo-1-(tetrahydro-2H-pyran-4-yl)ethylcarbamate 3HCl salt). RXN SMILES: COC(=O)N[C@@H](C(C)C)C(N1[C@H](C2NC(C3C=CC(C4C=CC5C(=CC=[C:33]([C:38]6[NH:42][C:41]([C@@H:43]7[CH2:47][CH2:46][CH2:45][N:44]7[C:48](=[O:61])[C@H:49]([NH:56][C:57]([O:59][CH3:60])=[O:58])[C:50]7[CH:55]=[CH:54][CH:53]=[CH:52][CH:51]=7)=[N:40][CH:39]=6)C=5)C=4)=CC=3)=CN=2)CC2(OCCO2)C1)=O.Cl.Cl.Cl.[F:69][C:70]1([F:121])[C:82]2[CH:81]=[C:80]([C:83]3[N:84]=[C:85]([C@@H:88]([NH:92][C:93](=[O:106])[C@@H:94]([NH:101][C:102](=[O:105])[O:103][CH3:104])[CH:95]4[CH2:100][CH2:99][O:98][CH2:97][CH2:96]4)[CH:89]([CH3:91])[CH3:90])[NH:86][CH:87]=3)[CH:79]=[CH:78][C:77]=2[C:76]2[C:71]1=[CH:72][C:73]([C:107]1C=CC3N=C([C@@H]4CCCN4)N[C:111]=3[CH:120]=1)=[CH:74][CH:75]=2>>[CH3:60][O:59][C:57](=[O:58])[NH:56][C@H:49]([C:50]1[CH:55]=[CH:54][CH:53]=[CH:52][CH:51]=1)[C:48]([N:44]1[CH2:45][CH2:46][CH2:47][C@H:43]1[C:41]1[NH:42][C:38]2[CH:33]=[C:107]([C:73]3[CH:74]=[CH:75][C:76]4[C:77]5[C:82](=[CH:81][C:80]([C:83]6[N:84]=[C:85]([C@@H:88]([NH:92][C:93](=[O:106])[C@@H:94]([NH:101][C:102]([O:103][CH3:104])=[O:105])[CH:95]7[CH2:100][CH2:99][O:98][CH2:97][CH2:96]7)[CH:89]([CH3:91])[CH3:90])[NH:86][CH:87]=6)=[CH:79][CH:78]=5)[C:70]([F:121])([F:69])[C:71]=4[CH:72]=3)[CH:120]=[CH:111][C:39]=2[N:40]=1)=[O:61] |f:1.2.3.4|. Procedure details: The title compound was prepared according to the method employed to prepare (S)-1-((S)-8-(5-(4-(6-(2-((S)-1-((R)-2-(methoxycarbonylamino)-2-phenylacetyl)pyrrolidin-2-yl)-1H-imidazol-5-yl)naphthalen-2-yl)phenyl)-1H-imidazol-2-yl)-1,4-dioxa-7-azaspiro[4.4]nonan-7-yl)-3-methyl-1-oxobutan-2-ylcarbamic acid methyl ester, except that methyl (S)-2-((S)-1-(4-(9,9-difluoro-7-(2-((S)-pyrrolidin-2-yl)-1H-benzo[d]imidazol-6-yl)-9H-fluoren-2-yl)-1H-imidazol-2-yl)-2-methylpropylamino)-2-oxo-1-(tetrahydro-2H-p... Starting materials: O=C([O-])O, [Cl-], C=C(F)c1ccccc1OCOC, ICI, [NH4+], [Na+]. Yields the product COCOc1ccccc1C1(F)CC1. As a reaction SMILES: [C:19](=[O:20])([O-:21])[OH:22].[Cl-:17].[F:1][C:2](=[CH2:3])[c:4]1[c:5]([O:10][CH2:11][O:12][CH3:13])[cH:6][cH:7][cH:8][cH:9]1.[I:14][CH2:15][I:16].[NH4+:18].[Na+:23]>>[F:1][C:2]1([c:4]2[c:5]([O:10][CH2:11][O:12][CH3:13])[cH:6][cH:7][cH:8][cH:9]2)[CH2:3][CH2:15]1. Starting materials: BrCCCOC1OCCCC1 (2-(3-bromopropoxy)tetrahydro-2H-pyran), FC=1C=C(C=CC1C(=O)OCC1=CC=CC=C1)C1=C(C=CC(=C1)F)O (benzyl 3,5′-difluoro-2′-hydroxybiphenyl-4-carboxylate). Yields the product FC=1C=C(C=CC1C(=O)O)C1=C(C=CC(=C1)F)OCCCOC1OCCCC1 (3,5′-difluoro-2′-[3-(tetrahydro-2H-pyran-2-yloxy)propoxy]biphenyl-4-carboxylic acid). As a reaction SMILES: Br[CH2:2][CH2:3][CH2:4][O:5][CH:6]1[CH2:11][CH2:10][CH2:9][CH2:8][O:7]1.[F:12][C:13]1[CH:14]=[C:15]([C:29]2[CH:34]=[C:33]([F:35])[CH:32]=[CH:31][C:30]=2[OH:36])[CH:16]=[CH:17][C:18]=1[C:19]([O:21]CC1C=CC=CC=1)=[O:20]>>[F:12][C:13]1[CH:14]=[C:15]([C:29]2[CH:34]=[C:33]([F:35])[CH:32]=[CH:31][C:30]=2[O:36][CH2:2][CH2:3][CH2:4][O:5][CH:6]2[CH2:11][CH2:10][CH2:9][CH2:8][O:7]2)[CH:16]=[CH:17][C:18]=1[C:19]([OH:21])=[O:20]. Procedure details: In accordance with the methods of Examples 11-2 and 1-5, 2-(3-bromopropoxy)tetrahydro-2H-pyran was used instead of the compound of Example 11-1, and the compound of Example 13-1 was used instead of the compound of Example 1-3 to afford 3,5′-difluoro-2′-[3-(tetrahydro-2H-pyran-2-yloxy)propoxy]biphenyl-4-carboxylic acid. The reactants are O=C([O-])[O-], [Cu], O=[N+]([O-])c1cccc(I)c1, [K+], [K+], O, c1c[nH]cn1. Yields the product O=[N+]([O-])c1cccc(-n2ccnc2)c1. Reaction SMILES: [C:16](=[O:17])([O-:18])[O-:19].[Cu:22].[I:1][c:2]1[cH:3][c:4]([N+:8](=[O:9])[O-:10])[cH:5][cH:6][cH:7]1.[K+:20].[K+:21].[OH2:23].[nH:11]1[cH:12][n:13][cH:14][cH:15]1>>[c:2]1(-[n:11]2[cH:12][n:13][cH:14][cH:15]2)[cH:3][c:4]([N+:8](=[O:9])[O-:10])[cH:5][cH:6][cH:7]1. Starting materials: C(C1=CC=CC=C1)OC=1C(=C(C(=O)NC2=NC=C(C=C2)Cl)C=CC1)[N+](=O)[O-] (3-benzyloxy-N-(5-chloro-2-pyridyl)-2-nitrobenzamide), CC=1C(=C(C(=C(C1)C)C)C)C (pentamethylbenzene). Solvent: FC(C(=O)O)(F)F (trifluoroacetic acid). Conditions: temperature 40 celsius. The product is NC1=C(C(=O)NC2=NC=C(C=C2)Cl)C=CC=C1O (2-amino-N-(5-chloro-2-pyridyl)-3-hydroxybenzamide). The yield is 89.6%. RXN SMILES: C([O:8][C:9]1[C:10]([N+:25]([O-])=O)=[C:11]([CH:22]=[CH:23][CH:24]=1)[C:12]([NH:14][C:15]1[CH:20]=[CH:19][C:18]([Cl:21])=[CH:17][N:16]=1)=[O:13])C1C=CC=CC=1.CC1C(C)=C(C)C(C)=C(C)C=1>FC(F)(F)C(O)=O>[NH2:25][C:10]1[C:9]([OH:8])=[CH:24][CH:23]=[CH:22][C:11]=1[C:12]([NH:14][C:15]1[CH:20]=[CH:19][C:18]([Cl:21])=[CH:17][N:16]=1)=[O:13]. Procedure: To 7.44 g of 3-benzyloxy-N-(5-chloro-2-pyridyl)-2-nitrobenzamide were added 40 ml of trifluoroacetic acid and 3.72 g of pentamethylbenzene and the mixture was stirred at 40° C. for one night. The reaction solution was concentrated in vacuo, a saturated aqueous solution of sodium bicarbonate was added to the resulting residue to such an extent that the residue did not become alkaline and the mixture was extracted with chloroform. The organic layer was extracted with a 1N aqueous solution of sodiu... Reactants: N[C@H]1CN(CC1)C1=NC(=C2N=CN(C2=N1)[C@H]1[C@@H]([C@@H]([C@H](C1)N1N=C(N=N1)CC)O)O)NCC(C1=CC=CC=C1)C1=CC=CC=C1 ((1R,2S,3R,5S)-3-[2-((R)-3-amino-pyrrolidin-1-yl)-6-(2,2-diphenyl-ethylamino)-purin-9-yl]-5-(5-ethyl-tetrazol-2-yl)-cyclopentane-1,2-diol), Cl.C1(=CC=CC=C1)C(CNC1=C2N=CN(C2=NC(=N1)N1C[C@@H](CC1)NC(=O)NCC1=NC=CC=C1)[C@H]1[C@@H]([C@@H]([C@H](C1)N1N(C=NN1)CC)O)O)C1=CC=CC=C1 (1-((R)-1-{6-(2,2-diphenyl-ethylamino)-9-[(1R,2S,3R,4S)-4-(1-ethyl-tetrazol-2-yl)-2,3-dihydroxy-cyclopentyl]-9H-purin-2-yl}-pyrrolidin-3-yl)-3-pyridin-2-ylmethyl-urea hydrochloride), NCC=1C=NC=CC1 (3-aminomethylpyridine). Product: Cl.C1(=CC=CC=C1)C(CNC1=C2N=CN(C2=NC(=N1)N1C[C@@H](CC1)NC(=O)NCC=1C=NC=CC1)[C@H]1[C@@H]([C@@H]([C@H](C1)N1N=C(N=N1)CC)O)O)C1=CC=CC=C1 (1-((R)-1-{6-(2,2-Diphenyl-ethylamino)-9-[(1R,2S,3R,4S)-4-(5-ethyl-tetrazol-2-yl)-2,3-dihydroxy-cyclopentyl]-9H-purin-2-yl}-pyrrolidin-3-yl)-3-pyridin-3-ylmethyl-urea hydrochloride). As a reaction SMILES: [NH2:1][C@@H:2]1[CH2:6][CH2:5][N:4]([C:7]2[N:15]=[C:14]3[C:10]([N:11]=[CH:12][N:13]3[C@@H:16]3[CH2:20][C@H:19]([N:21]4[N:25]=[N:24][C:23]([CH2:26][CH3:27])=[N:22]4)[C@@H:18]([OH:28])[C@H:17]3[OH:29])=[C:9]([NH:30][CH2:31][CH:32]([C:39]3[CH:44]=[CH:43][CH:42]=[CH:41][CH:40]=3)[C:33]3[CH:38]=[CH:37][CH:36]=[CH:35][CH:34]=3)[N:8]=2)[CH2:3]1.[ClH:45].C1(C(C2C=CC=CC=2)CNC2N=C(N3CC[C@@H](N[C:70](NCC4C=CC=CN=4)=[O:71])C3)N=C3C=2N=CN3[C@@H]2C[C@H](N3NN=CN3CC)[C@@H](O)[C@H]2O)C=CC=CC=1.[NH2:100][CH2:101][C:102]1[CH:103]=[N:104][CH:105]=[CH:106][CH:107]=1>>[ClH:45].[C:39]1([CH:32]([C:33]2[CH:34]=[CH:35][CH:36]=[CH:37][CH:38]=2)[CH2:31][NH:30][C:9]2[N:8]=[C:7]([N:4]3[CH2:5][CH2:6][C@@H:2]([NH:1][C:70]([NH:100][CH2:101][C:102]4[CH:103]=[N:104][CH:105]=[CH:106][CH:107]=4)=[O:71])[CH2:3]3)[N:15]=[C:14]3[C:10]=2[N:11]=[CH:12][N:13]3[C@@H:16]2[CH2:20][C@H:19]([N:21]3[N:25]=[N:24][C:23]([CH2:26][CH3:27])=[N:22]3)[C@@H:18]([OH:28])[C@H:17]2[OH:29])[CH:44]=[CH:43][CH:42]=[CH:41][CH:40]=1 |f:1.2,4.5|. Reported procedure: This compound is prepared from ((1R,2S,3R,5S)-3-[2-((R)-3-amino-pyrrolidin-1-yl)-6-(2,2-diphenyl-ethylamino)-purin-9-yl]-5-(5-ethyl-tetrazol-2-yl)-cyclopentane-1,2-diol (Example 48) using a procedure analogous to that of 1-((R)-1-{6-(2,2-diphenyl-ethylamino)-9-[(1R,2S,3R,4S)-4-(1-ethyl-tetrazol-2-yl)-2,3-dihydroxy-cyclopentyl]-9H-purin-2-yl}-pyrrolidin-3-yl)-3-pyridin-2-ylmethyl-urea hydrochloride. (Example 113) by replacing 2-aminomethyl pyridine with 3-aminomethylpyridine. MS (ES+) m/e 730.50 ... Reactants: C1CCOC1, OCc1ccc2c(c1)CCO2, O, BrP(Br)Br. The product is BrCc1ccc2c(c1)CCO2. RXN SMILES: [O:17]1[CH2:18][CH2:19][CH2:20][CH2:21]1.[O:1]1[CH2:2][CH2:3][c:4]2[c:5]1[cH:6][cH:7][c:8]([CH2:10][OH:11])[cH:9]2.[OH2:16].[P:12]([Br:13])([Br:14])[Br:15]>>[O:1]1[CH2:2][CH2:3][c:4]2[c:5]1[cH:6][cH:7][c:8]([CH2:10][Br:13])[cH:9]2. Starting materials: FC1=C(COCCCCNC(C)C)C=CC=C1 (4-(2-fluorobenzyloxy)-N-(isopropyl)butylamine), ClC=1C=CC(=C(COCCCCN(C(C)C)C(=O)OC(C)(C)C)C1)F (4-(5-chloro-2-fluorobenzyloxy)-N-(t-butoxycarbonyl)-N-(isopropyl)butylamine). Product: ClC=1C=CC(=C(COCCCCNC(C)C)C1)F (4-(5-chloro-2-fluorobenzyloxy)-N-(isopropyl)butylamine). RXN SMILES: FC1C=CC=CC=1COCCCCNC(C)C.[Cl:18][C:19]1[CH:20]=[CH:21][C:22]([F:42])=[C:23]([CH:41]=1)[CH2:24][O:25][CH2:26][CH2:27][CH2:28][CH2:29][N:30](C(OC(C)(C)C)=O)[CH:31]([CH3:33])[CH3:32]>>[Cl:18][C:19]1[CH:20]=[CH:21][C:22]([F:42])=[C:23]([CH:41]=1)[CH2:24][O:25][CH2:26][CH2:27][CH2:28][CH2:29][NH:30][CH:31]([CH3:32])[CH3:33]. Reported procedure: The desired intermediate was prepared essentially as described for the 4-(2-fluorobenzyloxy)-N-(isopropyl)butylamine above, except that an equimolar amount of 4-(5-chloro-2-fluorobenzyloxy)-N-(t-butoxycarbonyl)-N-(isopropyl)butylamine was employed in place of the 4- (2-fluorobenzyloxy)-N-(t-butoxycarbonyl)-N-(isopropyl)butylamine employed therein.